This data is from the Open Reaction Database (ORD), a public repository of structured organic reaction records. The task is: describe an organic reaction: reactants, conditions, products, and yield Starting materials: BrC=1C=NC2=CC(=CN=C2C1)C=COCC (3-Bromo-7-[2-ethoxyvinyl]-1,5-naphthyridine), C(=O)O (formic acid). Run in ClCCCl (1,2-dichloroethane). The product is BrC1=CN=C2C=C(C=NC2=C1)CC=O ((7-bromo-1,5-naphthyridin-3-yl)acetaldehyde). As a reaction SMILES: [Br:1][C:2]1[CH:3]=[N:4][C:5]2[C:10]([CH:11]=1)=[N:9][CH:8]=[C:7]([CH:12]=[CH:13][O:14]CC)[CH:6]=2.C(O)=O>ClCCCl>[Br:1][C:2]1[CH:11]=[C:10]2[C:5]([CH:6]=[C:7]([CH2:12][CH:13]=[O:14])[CH:8]=[N:9]2)=[N:4][CH:3]=1. Procedure details: 1,5-Naphthyridines of formula (53), wherein n is 0 or 1, and L2, L3, R4, R5, R6a and R6b are as defined in formula (I), can be prepared as described in Scheme 10. 3,7-Dibromo-[1,5]naphthyridine, prepared as described by W. W. Paudler, J. Org. Chem., 33:1384 (1968), can be treated with (2-ethoxyvinyl)tributylstannane, a halide source, such as, but not limited to, tetraethylammonium chloride, and a palladium source, such as, but not limited to, dichlorobis(triphenylphosphine)palladium (II) in a so... Solvent: ClCCl (dichloromethane), ClCCl (dichloromethane). Starting materials: CSC=1C=C(C(=O)O)C=CC1 (3-(methylthio)benzoic acid), Cl (hydrochloric acid), CO (methanol), P(Br)(Br)Br (phosphorus tribromide). Procedure: A solution of 1.50 g (8.92 mmol) 3-(methylthio)benzoic acid (Aldrich) in 20 mL of dry dichloromethane is cooled to 0° C. and 1.86 mL (19.6 mmol) borane-methylsulfide complex (Aldrich) is added. The solution is allowed to reach room temperature and stirred overnight, then hydrochloric acid (4 M, 50 mL) is added and the resulting mixture is stirred for additional 2 h. The reaction mixture is extracted with ethyl acetate (50 mL, 3 times) and the collected organic phases are washed with 10% NaHCO3 s... Reaction SMILES: [CH3:1][S:2][C:3]1[CH:4]=[C:5]([CH:9]=[CH:10][CH:11]=1)[C:6](O)=O.Cl.CO.P(Br)(Br)[Br:16]>ClCCl>[Br:16][CH2:6][C:5]1[CH:9]=[CH:10][CH:11]=[C:3]([S:2][CH3:1])[CH:4]=1. Conditions: time 8 hour. Product: BrCC1=CC(=CC=C1)SC (1-Bromomethyl-3-methylsulfanyl-benzene). Starting materials: CC(C)(C)C#Cc1ccc(-c2ccccc2[N+](=O)[O-])s1, CC(=O)O, [Fe], C1CCOC1. The product is CC(C)(C)C#Cc1ccc(-c2ccccc2N)s1. RXN SMILES: [CH3:1][C:2]([C:3]#[C:4][c:5]1[s:6][c:7](-[c:10]2[c:11]([N+:16]([O-:17])=[O:18])[cH:12][cH:13][cH:14][cH:15]2)[cH:8][cH:9]1)([CH3:19])[CH3:20].[CH3:27][C:28](=[O:29])[OH:30].[Fe:26].[O:21]1[CH2:22][CH2:23][CH2:24][CH2:25]1>>[CH3:1][C:2]([C:3]#[C:4][c:5]1[s:6][c:7](-[c:10]2[c:11]([NH2:16])[cH:12][cH:13][cH:14][cH:15]2)[cH:8][cH:9]1)([CH3:19])[CH3:20]. The reactants are C(CCC)[Li] (n-butyllithium), CC1=CC=C(C=N1)O (6-methylpyridin-3-ol), CC(=O)C (acetone). Run in O1CCCC1 (tetrahydrofuran). Run at time 1 hour. Yields the product OC(CC1=CC=C(C=N1)O)(C)C (6-(2-Hydroxy-2-methylpropyl)pyridin-3-ol). RXN SMILES: [CH3:1][C:2]1[N:7]=[CH:6][C:5]([OH:8])=[CH:4][CH:3]=1.C([Li])CCC.[CH3:14][C:15]([CH3:17])=[O:16]>O1CCCC1>[OH:16][C:15]([CH3:17])([CH3:14])[CH2:1][C:2]1[N:7]=[CH:6][C:5]([OH:8])=[CH:4][CH:3]=1. Procedure: To a stirred suspension of 6-methylpyridin-3-ol (2.54 g, 23.3 mmol) in tetrahydrofuran (100 mL) was added n-butyllithium solution (1.6 M in n-hexane, 32 mL, 51.2 mmol) dropwise at −20° C. After addition, the mixture was allowed to warm to room temperature and stirred at the same temperature for 1 h. Then the mixture was cooled to −78° C., and acetone (2.03 g, 35.0 mmol) was added dropwise. The resulting mixture was allowed to warm to room temperature over 20 h. The mixture was quenched with acet... Reactants: C(C)(C)(C)OC(C[C@@H](C=1C=NC=C(C1)C#CC1=CC(=CC=C1)O)NC(=O)[C@H]1CN(CCC1)C(CCC1CCN(CC1)C(=O)OC(C)(C)C)=O)=O (Tert-butyl 4-{3-[(3R)-3-{[(1S)-3-tert-butoxy-1-{5-[(3-hydroxyphenyl)ethynyl]pyridin-3-yl}-3-oxopropyl]carbamoyl}piperidin-1-yl]-3-oxopropyl}piperidine-1-carboxylate). Reagents/catalysts: [Pd] (palladium on charcoal), [Pd] (palladium on charcoal). Solvent: C(C)(=O)OCC (ethyl acetate), CO (methanol). Run at time 4 hour. The product is C(C)(C)(C)OC(C[C@@H](C=1C=NC=C(C1)CCC1=CC(=CC=C1)O)NC(=O)[C@H]1CN(CCC1)C(CCC1CCN(CC1)C(=O)OC(C)(C)C)=O)=O (tert-butyl 4-{3-[(3R)-3-{[(1S)-3-tert-butoxy-1-{5-[2-(3-hydroxyphenyl)ethyl]pyridin-3-yl}-3-oxopropyl]carbamoyl}piperidin-1-yl]-3-oxopropyl}piperidine-1-carboxylate). Isolated yield 62.2%. RXN SMILES: [C:1]([O:5][C:6](=[O:50])[CH2:7][C@H:8]([NH:24][C:25]([C@@H:27]1[CH2:32][CH2:31][CH2:30][N:29]([C:33](=[O:49])[CH2:34][CH2:35][CH:36]2[CH2:41][CH2:40][N:39]([C:42]([O:44][C:45]([CH3:48])([CH3:47])[CH3:46])=[O:43])[CH2:38][CH2:37]2)[CH2:28]1)=[O:26])[C:9]1[CH:10]=[N:11][CH:12]=[C:13]([C:15]#[C:16][C:17]2[CH:22]=[CH:21][CH:20]=[C:19]([OH:23])[CH:18]=2)[CH:14]=1)([CH3:4])([CH3:3])[CH3:2]>C(OCC)(=O)C.CO.[Pd]>[C:1]([O:5][C:6](=[O:50])[CH2:7][C@H:8]([NH:24][C:25]([C@@H:27]1[CH2:32][CH2:31][CH2:30][N:29]([C:33](=[O:49])[CH2:34][CH2:35][CH:36]2[CH2:41][CH2:40][N:39]([C:42]([O:44][C:45]([CH3:48])([CH3:47])[CH3:46])=[O:43])[CH2:38][CH2:37]2)[CH2:28]1)=[O:26])[C:9]1[CH:10]=[N:11][CH:12]=[C:13]([CH2:15][CH2:16][C:17]2[CH:22]=[CH:21][CH:20]=[C:19]([OH:23])[CH:18]=2)[CH:14]=1)([CH3:2])([CH3:4])[CH3:3]. Reported procedure: Tert-butyl 4-{3-[(3R)-3-{[(1S)-3-tert-butoxy-1-{5-[(3-hydroxyphenyl)ethynyl]pyridin-3-yl}-3-oxopropyl]carbamoyl}piperidin-1-yl]-3-oxopropyl}piperidine-1-carboxylate (200 mg, 0.29 mmol) in ethyl acetate (8.5 mL) and methanol (1.4 mL) was stirred for 7 hours at room temperature under a hydrogen atmosphere in the presence of palladium on charcoal (10%, 20 mg), while the addition of palladium on charcoal (10%, 20 mg) was repeated after 4 hours. The suspension was filtrated through celite, which were... Reactants: ClCCl, CCCC[N+](CCCC)(CCCC)CCCC, COS(=O)(=O)OC, Cc1ccc(O)c([N+](=O)[O-])c1, [Na+], [OH-], O, O=S(=O)([O-])O. The product is COc1ccc(C)cc1[N+](=O)[O-]. RXN SMILES: [CH2:12]([Cl:13])[Cl:14].[CH2:29]([N+:30]([CH2:31][CH2:32][CH2:33][CH3:34])([CH2:35][CH2:36][CH2:37][CH3:38])[CH2:39][CH2:40][CH2:41][CH3:42])[CH2:43][CH2:44][CH3:45].[CH3:17][O:18][S:19]([O:20][CH3:21])(=[O:22])=[O:23].[N+:1](=[O:2])([O-:3])[c:4]1[cH:5][c:6]([CH3:11])[cH:7][cH:8][c:9]1[OH:10].[Na+:16].[OH-:15].[OH2:46].[S:24]([O-:25])([OH:26])(=[O:27])=[O:28]>>[N+:1](=[O:2])([O-:3])[c:4]1[cH:5][c:6]([CH3:11])[cH:7][cH:8][c:9]1[O:10][CH3:12].